This data is from the Open Reaction Database (ORD), a public repository of structured organic reaction records. The task is: describe an organic reaction: reactants, conditions, products, and yield Starting materials: NC1=C(C=C(C=C1)SCCCC)[N+](=O)[O-] (1-amino-4-n-butylthio-2-nitrobenzene), COC(=O)N=C=S (methoxy carbonyl isothiocyanate). Run in CC(=O)C (acetone). Conditions: time 8 hour. Yields the product C(CCC)SC1=CC(=C(C=C1)NC(=S)NC(=O)OC)[N+](=O)[O-] (4-n-butylthio-1-(3-methoxycarbonyl-2-thioureido)-2-nitrobenzene). RXN SMILES: [NH2:1][C:2]1[CH:7]=[CH:6][C:5]([S:8][CH2:9][CH2:10][CH2:11][CH3:12])=[CH:4][C:3]=1[N+:13]([O-:15])=[O:14].[CH3:16][O:17][C:18]([N:20]=[C:21]=[S:22])=[O:19]>CC(C)=O>[CH2:9]([S:8][C:5]1[CH:6]=[CH:7][C:2]([NH:1][C:21]([NH:20][C:18]([O:17][CH3:16])=[O:19])=[S:22])=[C:3]([N+:13]([O-:15])=[O:14])[CH:4]=1)[CH2:10][CH2:11][CH3:12]. Procedure details: 2.5 G. of 1-amino-4-n-butylthio-2-nitrobenzene (alternatively prepared according to Example II) is dissolved in 25 ml. acetone and treated at room temperature with 3 g. methoxy carbonyl isothiocyanate. The mixture is left overnight, stripped under vacuum and the residue triturated with methanol and recrystallized from methanol to yield pure 4-n-butylthio-1-(3-methoxycarbonyl-2-thioureido)-2-nitrobenzene. Starting materials: [BH4-], CO, O=Cc1cc(I)ccc1F, [Na+], C1CCOC1. Product: OCc1cc(I)ccc1F. RXN SMILES: [BH4-:16].[CH3:18][OH:19].[F:1][c:2]1[c:3]([CH:4]=[O:5])[cH:6][c:7]([I:10])[cH:8][cH:9]1.[Na+:17].[O:11]1[CH2:12][CH2:13][CH2:14][CH2:15]1>>[F:1][c:2]1[c:3]([CH2:4][OH:5])[cH:6][c:7]([I:10])[cH:8][cH:9]1.